Dataset: the Open Reaction Database (ORD), a public repository of structured organic reaction records. Task: describe an organic reaction: reactants, conditions, products, and yield The reactants are O=C([O-])[O-], C1CNCCN1, CC#N, N#Cc1ccc(F)c(Cl)c1, [K+], [K+]. Yields the product N#Cc1ccc(N2CCNCC2)c(Cl)c1. As a reaction SMILES: [C:17](=[O:18])([O-:19])[O-:20].[CH2:11]1[CH2:12][NH:13][CH2:14][CH2:15][NH:16]1.[CH3:23][C:24]#[N:25].[Cl:1][c:2]1[cH:3][c:4]([C:5]#[N:6])[cH:7][cH:8][c:9]1[F:10].[K+:21].[K+:22]>>[Cl:1][c:2]1[cH:3][c:4]([C:5]#[N:6])[cH:7][cH:8][c:9]1[N:13]1[CH2:12][CH2:11][NH:16][CH2:15][CH2:14]1.